Dataset: the Open Reaction Database (ORD), a public repository of structured organic reaction records. Task: describe an organic reaction: reactants, conditions, products, and yield The reactants are [N+](=O)([O-])C1=CC=C(COC(=O)N=C(C)N2C[C@H](CC2)SC(=O)C[C@@H]2[C@H](C(N2C(=C(C)C)C(=O)OCC2=CC=C(C=C2)[N+](=O)[O-])=O)[C@@H](C)OC(=O)OCC2=CC=C(C=C2)[N+](=O)[O-])C=C1 ((3S, 4R)-4-([(S)-1-[N-(p-nitrobenzyloxycarbonyl)acetimidoyl]pyrrolidin-3-ylthio]carbonylmethyl)-1-[2-methyl-1-(p-nitrobenzyloxycarbonyl)-prop-1-enyl]-3-[(R)-1-(p-nitrobenzyloxycarbonyloxy)ethyl]-2-azetidinone). Run in C(Cl)Cl (methylene chloride). Run at time 3 minute. Yields the product [N+](=O)([O-])C1=CC=C(COC(=O)N=C(C)N2C[C@H](CC2)SC(=O)C[C@@H]2[C@H](C(N2CCOCC2=CC=C(C=C2)[N+](=O)[O-])=O)[C@@H](C)OC(=O)OCC2=CC=C(C=C2)[N+](=O)[O-])C=C1 ((3S, 4R)-4-([(S)-1-(N-(p-Nitrobenzyloxycarbonyl)acetimidoyl]pyrrolidin-3-ylthio]carbonylmethyl)-3-[(R)-1-(p-nitrobenzyloxycarbonyloxy)ethyl]-1[-p-nitrobenzyloxyethyl]-2-azetidinone). The yield is 103.8%. As a reaction SMILES: [N+:1]([C:4]1[CH:63]=[CH:62][C:7]([CH2:8][O:9][C:10]([N:12]=[C:13]([N:15]2[CH2:19][CH2:18][C@H:17]([S:20][C:21]([CH2:23][C@H:24]3[N:27]([C:28]([C:32]([O:34][CH2:35][C:36]4[CH:41]=[CH:40][C:39]([N+:42]([O-:44])=[O:43])=[CH:38][CH:37]=4)=O)=C(C)C)[C:26](=[O:45])[C@@H:25]3[C@H:46]([O:48][C:49]([O:51][CH2:52][C:53]3[CH:58]=[CH:57][C:56]([N+:59]([O-:61])=[O:60])=[CH:55][CH:54]=3)=[O:50])[CH3:47])=[O:22])[CH2:16]2)[CH3:14])=[O:11])=[CH:6][CH:5]=1)([O-:3])=[O:2]>C(Cl)Cl>[N+:1]([C:4]1[CH:63]=[CH:62][C:7]([CH2:8][O:9][C:10]([N:12]=[C:13]([N:15]2[CH2:19][CH2:18][C@H:17]([S:20][C:21]([CH2:23][C@H:24]3[N:27]([CH2:28][CH2:32][O:34][CH2:35][C:36]4[CH:41]=[CH:40][C:39]([N+:42]([O-:44])=[O:43])=[CH:38][CH:37]=4)[C:26](=[O:45])[C@@H:25]3[C@H:46]([O:48][C:49]([O:51][CH2:52][C:53]3[CH:58]=[CH:57][C:56]([N+:59]([O-:61])=[O:60])=[CH:55][CH:54]=3)=[O:50])[CH3:47])=[O:22])[CH2:16]2)[CH3:14])=[O:11])=[CH:6][CH:5]=1)([O-:3])=[O:2]. Procedure details: 34 mg (0.038 mmole) of (3S, 4R)-4-([(S)-1-[N-(p-nitrobenzyloxycarbonyl)acetimidoyl]pyrrolidin-3-ylthio]carbonylmethyl)-1-[2-methyl-1-(p-nitrobenzyloxycarbonyl)-prop-1-enyl]-3-[(R)-1-(p-nitrobenzyloxycarbonyloxy)ethyl]-2-azetidinone were dissolved in 10 ml of methylene chloride. Ozone was bubbled through the solution at -78° C. For 3 minutes. The mixture was then left to stand at that temperature for 10 minutes, after which nitrogen gas was bubbled through to drive out the excess ozone. 50 mg of ...